Task: describe an organic reaction: reactants, conditions, products, and yield. Dataset: the Open Reaction Database (ORD), a public repository of structured organic reaction records Starting materials: [Si](C1=CC=CC=C1)(C1=CC=CC=C1)(C(C)(C)C)O[C@H]1C[C@H](C[C@H]([C@H]1C)O)C(=O)OC (Methyl (1S,3S,4R,5R)-3-t-butyldiphenylsilyloxy-4-methyl-5-hydroxy-cyclohexane carboxylate), N1=C(C=CC=C1)C(=O)O (picolinic acid), C1(=CC=CC=C1)P(C1=CC=CC=C1)C1=CC=CC=C1 (triphenylphosphine), CC(C)OC(=O)/N=N/C(=O)OC(C)C (DIAD). Run in CCOC(=O)C (EtOAc), O (water), C1CCOC1 (THF). Reaction conditions: time 4.5 hour. The product is C(=O)(OC)[C@H]1CC=C([C@H](C1)O[Si](C1=CC=CC=C1)(C1=CC=CC=C1)C(C)(C)C)C ((4S,6S)-4-carbomethoxy-6-t-butyldiphenylsilyloxy-1-methylcyclohexene). Isolated yield 88.8%. As a reaction SMILES: [Si:1]([O:18][C@@H:19]1[C@H:24]([CH3:25])[C@H:23](O)[CH2:22][C@H:21]([C:27]([O:29][CH3:30])=[O:28])[CH2:20]1)([C:14]([CH3:17])([CH3:16])[CH3:15])([C:8]1[CH:13]=[CH:12][CH:11]=[CH:10][CH:9]=1)[C:2]1[CH:7]=[CH:6][CH:5]=[CH:4][CH:3]=1.N1C=CC=CC=1C(O)=O.C1(P(C2C=CC=CC=2)C2C=CC=CC=2)C=CC=CC=1.CC(OC(/N=N/C(OC(C)C)=O)=O)C>C1COCC1.CCOC(C)=O.O>[C:27]([C@@H:21]1[CH2:20][C@H:19]([O:18][Si:1]([C:14]([CH3:17])([CH3:16])[CH3:15])([C:8]2[CH:13]=[CH:12][CH:11]=[CH:10][CH:9]=2)[C:2]2[CH:7]=[CH:6][CH:5]=[CH:4][CH:3]=2)[C:24]([CH3:25])=[CH:23][CH2:22]1)([O:29][CH3:30])=[O:28]. Procedure details: To a solution of 2.2.c (R=Me, P=TBDPS, A=COOCH3) (167 mg, 0.392 mmol), picolinic acid (257 mg, 2.092 mmol) and triphenylphosphine (548 mg, 2.092 mmol) in THF at −38° C. was added dropwise DIAD (diisopropyl azodicarboxylate; 412 μL, 2.092 mmol) over 4 min. The reaction solution was stirred for 4.5 h and warmed to room temperature overnight. The mixture was poured into water and EtOAc (50 ml:50 ml). The organic phase was separated, the aqueous layer was extracted with EtOAc (3×50 ml) and dried ove... The reactants are COC(C)C(=O)Nc1c[nH]c2ncc(Br)c(F)c12, CCCCO, CCN(C(C)C)C(C)C, CC(C)(C)OC(=O)NC1CCNC1. Yields the product COC(C)C(=O)Nc1c[nH]c2ncc(Br)c(N3CCC(NC(=O)OC(C)(C)C)C3)c12. Reaction SMILES: [Br:1][c:2]1[c:3]([F:18])[c:4]2[c:5]([n:6][cH:7]1)[nH:8][cH:9][c:10]2[NH:11][C:12]([CH:13]([CH3:14])[O:15][CH3:16])=[O:17].[CH2:41]([OH:42])[CH2:43][CH2:44][CH3:45].[CH:32]([N:33]([CH2:34][CH3:35])[CH:36]([CH3:37])[CH3:38])([CH3:39])[CH3:40].[NH:19]1[CH2:20][CH:21]([NH:24][C:25]([O:26][C:27]([CH3:28])([CH3:29])[CH3:30])=[O:31])[CH2:22][CH2:23]1>>[Br:1][c:2]1[c:3]([N:19]2[CH2:20][CH:21]([NH:24][C:25]([O:26][C:27]([CH3:28])([CH3:29])[CH3:30])=[O:31])[CH2:22][CH2:23]2)[c:4]2[c:5]([n:6][cH:7]1)[nH:8][cH:9][c:10]2[NH:11][C:12]([CH:13]([CH3:14])[O:15][CH3:16])=[O:17]. Reactants: C(CCC)[Li] (n-butyl lithium), ClC1=C(C=C(C(=O)Cl)C=C1)[N+](=O)[O-] (4-chloro-3-nitrobenzoyl chloride), C(C)(C)(C)O (tert-butanol). Run at time 0.5 hour. Product: ClC1=C(C=C(C(=O)OC(C)(C)C)C=C1)[N+](=O)[O-] (1,1-dimethylethyl 4-chloro-3-nitrobenzoate). Reaction SMILES: C([Li])CCC.[Cl:6][C:7]1[CH:15]=[CH:14][C:10]([C:11](Cl)=[O:12])=[CH:9][C:8]=1[N+:16]([O-:18])=[O:17].[C:19]([OH:23])([CH3:22])([CH3:21])[CH3:20]>>[Cl:6][C:7]1[CH:15]=[CH:14][C:10]([C:11]([O:23][C:19]([CH3:22])([CH3:21])[CH3:20])=[O:12])=[CH:9][C:8]=1[N+:16]([O-:18])=[O:17]. Procedure details: A solution of n-butyl lithium (1.6 M, 101 mL) was added dropwise to stirring anhydrous tert-butanol (200 mL) under nitrogen in a room temperature water bath. After 0.5 hours, 4-chloro-3-nitrobenzoyl chloride (10.0 g) was added, and the dark solution was stirred for 1.5 hours at room temperature. The reaction was evaporated under vacuum, and the residue was crystallized from hexane to yield the title compound as an orange solid. Mp: 66°-67° C. The reactants are O=C1CCN(CC1)C(=O)OC(C)(C)C (1,1-dimethylethyl 4-oxo-1-piperidinecarboxylate), FC1=C(C=C(N)C=C1)OC (4-fluoro-3-methoxyaniline), C(C)(=O)O[BH-](OC(C)=O)OC(C)=O.[Na+] (Sodium tri(acetoxy)borohydride). Solvent: C(Cl)Cl (DCM). Product: FC1=C(C=C(C=C1)NC1CCN(CC1)C(=O)OC(C)(C)C)OC (1,1-Dimethylethyl 4-{[4-fluoro-3-(methyloxy)phenyl]amino}-1-piperidinecarboxylate). The yield is 63.0%. Reaction SMILES: O=[C:2]1[CH2:7][CH2:6][N:5]([C:8]([O:10][C:11]([CH3:14])([CH3:13])[CH3:12])=[O:9])[CH2:4][CH2:3]1.[F:15][C:16]1[CH:22]=[CH:21][C:19]([NH2:20])=[CH:18][C:17]=1[O:23][CH3:24].C(O[BH-](OC(=O)C)OC(=O)C)(=O)C.[Na+]>C(Cl)Cl>[F:15][C:16]1[CH:22]=[CH:21][C:19]([NH:20][CH:2]2[CH2:7][CH2:6][N:5]([C:8]([O:10][C:11]([CH3:14])([CH3:13])[CH3:12])=[O:9])[CH2:4][CH2:3]2)=[CH:18][C:17]=1[O:23][CH3:24] |f:2.3|. Procedure: A solution of 1,1-dimethylethyl 4-oxo-1-piperidinecarboxylate (1.41 g, 7.1 mmol) and 4-fluoro-3-methoxyaniline (1 g, 7.1 mmol) was stirred at room temperature for 1 h. Sodium tri(acetoxy)borohydride (1.95 g, 9.2 mmol) was then added and stirring continued over-weekend. The reaction mixture was diluted with DCM, washed with saturated aqueous NaHCO3 solution, dried and then concentrated in vacuo. Column chromatography eluting with 0-50% Et2O/petroleum ether gave the title compound as a white solid...